From a dataset of the Open Reaction Database (ORD), a public repository of structured organic reaction records. describe an organic reaction: reactants, conditions, products, and yield Reagents/catalysts: C(C1=CC=CC=C1)(=O)OOC(C1=CC=CC=C1)=O (benzoyl peroxide). Solvent: C1=CC=CC=C1 (benzene). The reactants are CC1=C(C(N(CO1)C(C(CC(=O)OCC)=O)(C)C)=O)C1=CC=CC=C1 (ethyl 4-(2,3-dihydro-6-methyl-4-oxo-5-phenyl-1,3-oxazin-3-yl)-4-methyl-3-oxo-pentanoate), BrN1C(CCC1=O)=O (N-bromosuccinimide). Product: BrC(C(=O)OCC)C(C(C)(C)N1COC(=C(C1=O)C1=CC=CC=C1)C)=O (ethyl 2-bromo-4-(2,3-dihydro-6-methyl-4-oxo-5-phenyl-1,3-oxazin-3-yl)-4-methyl-3-oxo-pentanoate). The yield is 65.1%. Reported procedure: A mixture of ethyl 4-(2,3-dihydro-6-methyl-4-oxo-5-phenyl-1,3-oxazin-3-yl)-4-methyl-3-oxo-pentanoate (500 mg), N-bromosuccinimide(258 mg) and benzoyl peroxide (10 mg) was refluxed under a lamp whilst stirring in benzene for 10 minutes. After cooling, the solid was filtered, the filtrate evaporated and the residue purified by column chromatography (hexane/ethyl acetate 4:1) to give ethyl 2-bromo-4-(2,3-dihydro-6-methyl-4-oxo-5-phenyl-1,3-oxazin-3-yl)-4-methyl-3-oxo-pentanoate (Compound 190, 400 m... Reaction SMILES: [CH3:1][C:2]1[O:7][CH2:6][N:5]([C:8]([CH3:18])([CH3:17])[C:9](=[O:16])[CH2:10][C:11]([O:13][CH2:14][CH3:15])=[O:12])[C:4](=[O:19])[C:3]=1[C:20]1[CH:25]=[CH:24][CH:23]=[CH:22][CH:21]=1.[Br:26]N1C(=O)CCC1=O>C1C=CC=CC=1.C(OOC(=O)C1C=CC=CC=1)(=O)C1C=CC=CC=1>[Br:26][CH:10]([C:9](=[O:16])[C:8]([N:5]1[C:4](=[O:19])[C:3]([C:20]2[CH:25]=[CH:24][CH:23]=[CH:22][CH:21]=2)=[C:2]([CH3:1])[O:7][CH2:6]1)([CH3:17])[CH3:18])[C:11]([O:13][CH2:14][CH3:15])=[O:12]. The reactants are C1CCOC1, C[Si](C)(C)[N-][Si](C)(C)C, CI, [K+], Nc1cc2c(cc1Br)CCC(=O)N2. Yields the product CN1C(=O)CCc2cc(Br)c(N)cc21. Reaction SMILES: [CH2:26]1[O:27][CH2:28][CH2:29][CH2:30]1.[CH3:15][Si:16]([N-:17][Si:18]([CH3:19])([CH3:20])[CH3:21])([CH3:22])[CH3:23].[CH3:24][I:25].[K+:14].[NH2:1][c:2]1[c:3]([Br:13])[cH:4][c:5]2[c:10]([cH:11]1)[NH:9][C:8](=[O:12])[CH2:7][CH2:6]2>>[NH2:1][c:2]1[c:3]([Br:13])[cH:4][c:5]2[c:10]([cH:11]1)[N:9]([CH3:15])[C:8](=[O:12])[CH2:7][CH2:6]2. Reported procedure: A mixture of 1-(4-fluorophenyl)-5-isopropyl-pyrazol-4-amine (0.070 g, 0.32 mmol), 3-[2-methyl-4-(trifluoromethyl)imidazol-1-yl]tetrahydrofuran-2-one (0.070 g, 0.30 mmol) and AlMe3 (0.50 mL, 1.0 mmol, 2 M/toluene) was heated at 55° C. for 1.5 hrs. The mixture was then cooled to room temperature, diluted with aqueous ammonium hydroxide, and extracted with EtOAc. The organic layer was separated, dried over anhydrous sodium sulfate, concentrated in vacuo, and purified by flash chromatography (SiO2, ... The reactants are FC1=CC=C(C=C1)N1N=CC(=C1C(C)C)N (1-(4-fluorophenyl)-5-isopropyl-pyrazol-4-amine), CC=1N(C=C(N1)C(F)(F)F)C1C(OCC1)=O (3-[2-methyl-4-(trifluoromethyl)imidazol-1-yl]tetrahydrofuran-2-one), C[Al](C)C (AlMe3). Yields the product FC1=CC=C(C=C1)N1N=CC(=C1C(C)C)NC(CCO)N1C(=NC(=C1)C(F)(F)F)C (3-[[1-(4-fluorophenyl)-5-isopropylpyrazol-4-yl]amino]-3-[2-methyl-4-(trifluoromethyl)imidazol-1-yl]propan-1-ol). Reaction conditions: temperature 55 celsius. As a reaction SMILES: [F:1][C:2]1[CH:7]=[CH:6][C:5]([N:8]2[C:12]([CH:13]([CH3:15])[CH3:14])=[C:11]([NH2:16])[CH:10]=[N:9]2)=[CH:4][CH:3]=1.[CH3:17][C:18]1[N:19]([CH:27]2[CH2:31][CH2:30][O:29]C2=O)[CH:20]=[C:21]([C:23]([F:26])([F:25])[F:24])[N:22]=1.C[Al](C)C>[OH-].[NH4+]>[F:1][C:2]1[CH:3]=[CH:4][C:5]([N:8]2[C:12]([CH:13]([CH3:14])[CH3:15])=[C:11]([NH:16][CH:27]([N:19]3[CH:20]=[C:21]([C:23]([F:25])([F:26])[F:24])[N:22]=[C:18]3[CH3:17])[CH2:31][CH2:30][OH:29])[CH:10]=[N:9]2)=[CH:6][CH:7]=1 |f:3.4|. Isolated yield 23.5%. The solvent is [OH-].[NH4+] (ammonium hydroxide). Reactants: COC(C(=O)O)C(=O)NCC(F)(F)C(F)(F)F, NC1C(=O)N(CC2CC2)c2ccccc2-c2ccccc21. Product: COC(C(=O)NCC(F)(F)C(F)(F)F)C(=O)NC1C(=O)N(CC2CC2)c2ccccc2-c2ccccc21. Reaction SMILES: [CH3:22][O:23][CH:24]([C:25](=[O:26])[OH:27])[C:28](=[O:29])[NH:30][CH2:31][C:32]([C:33]([F:34])([F:35])[F:36])([F:37])[F:38].[NH2:1][CH:2]1[c:3]2[c:4]([cH:18][cH:19][cH:20][cH:21]2)-[c:5]2[c:6]([cH:14][cH:15][cH:16][cH:17]2)[N:7]([CH2:10][CH:11]2[CH2:12][CH2:13]2)[C:8]1=[O:9]>>[NH:1]([CH:2]1[c:3]2[c:4]([cH:18][cH:19][cH:20][cH:21]2)-[c:5]2[c:6]([cH:14][cH:15][cH:16][cH:17]2)[N:7]([CH2:10][CH:11]2[CH2:12][CH2:13]2)[C:8]1=[O:9])[C:25]([CH:24]([O:23][CH3:22])[C:28](=[O:29])[NH:30][CH2:31][C:32]([C:33]([F:34])([F:35])[F:36])([F:37])[F:38])=[O:26]. The reactants are CC=1OC(=NN1)C1=CC=C(C=C1)[N+](=O)[O-] (2-Methyl-5-(4-nitro-phenyl)-[1,3,4]oxadiazole). Product: CC=1OC(=NN1)C1=CC=C(C=C1)N (2-methyl-5-(4-amino-phenyl)-[1,3,4]oxadiazole). The yield is 95.6%. The reagents and catalysts are [Pd] (palladium on carbon). Run in CO (MeOH). As a reaction SMILES: [CH3:1][C:2]1[O:3][C:4]([C:7]2[CH:12]=[CH:11][C:10]([N+:13]([O-])=O)=[CH:9][CH:8]=2)=[N:5][N:6]=1>CO.[Pd]>[CH3:1][C:2]1[O:3][C:4]([C:7]2[CH:12]=[CH:11][C:10]([NH2:13])=[CH:9][CH:8]=2)=[N:5][N:6]=1. Procedure details: 2-Methyl-5-(4-nitro-phenyl)-[1,3,4]oxadiazole (0.930 g, 4.54 mmol) was dissolved in MeOH. To this was added 10% palladium on carbon (0.06 g) and the mixture shaken under hydrogen pressure (35 psi, Parr apparatus) until the reaction was complete (LCMS monitored). The solids were filtered off and rinsed with MeOH. The filtrate was concentrated to give the title compound (0.76 g). MS (ESI+) for m/z 176 (M+H)+. Starting materials: ClCCCBr, COc1cc2nc[nH]c(=O)c2cc1OC, CO, CN(C)C=O, ClC(Cl)Cl. Yields the product COc1cc2ncn(CCCCl)c(=O)c2cc1OC. RXN SMILES: [Br:16][CH2:17][CH2:18][CH2:19][Cl:20].[CH3:1][O:2][c:3]1[cH:4][c:5]2[c:6](=[O:15])[nH:7][cH:8][n:9][c:10]2[cH:11][c:12]1[O:13][CH3:14].[CH3:21][OH:22].[CH3:27][N:28]([CH3:29])[CH:30]=[O:31].[CH:23]([Cl:24])([Cl:25])[Cl:26]>>[CH3:1][O:2][c:3]1[cH:4][c:5]2[c:6](=[O:15])[n:7]([CH2:17][CH2:18][CH2:19][Cl:20])[cH:8][n:9][c:10]2[cH:11][c:12]1[O:13][CH3:14]. Reactants: COC1=CC=C2[C@@H]([C@@H](COC2=C1)C1=CC(=CC=C1)OC)C1=CC=C(C=C1)OCCN1CCCCC1 ((±)-cis-7-methoxy-3-(3-methoxyphenyl)-4-(4-(2-piperidinoethoxy)phenyl)chromane), Cl.N1=CC=CC=C1 (pyridine hydrochloride). Product: OC1=CC=C2[C@@H]([C@@H](COC2=C1)C1=CC(=CC=C1)O)C1=CC=C(C=C1)OCCN1CCCCC1 ((±)-cis-7-Hydroxy-3-(3-hydroxyphenyl)-4-(4-(2-piperidinoethoxy)phenyl)chromane). RXN SMILES: C[O:2][C:3]1[CH:12]=[C:11]2[C:6]([C@H:7]([C:21]3[CH:26]=[CH:25][C:24]([O:27][CH2:28][CH2:29][N:30]4[CH2:35][CH2:34][CH2:33][CH2:32][CH2:31]4)=[CH:23][CH:22]=3)[C@H:8]([C:13]3[CH:18]=[CH:17][CH:16]=[C:15]([O:19]C)[CH:14]=3)[CH2:9][O:10]2)=[CH:5][CH:4]=1.Cl.N1C=CC=CC=1>>[OH:2][C:3]1[CH:12]=[C:11]2[C:6]([C@H:7]([C:21]3[CH:26]=[CH:25][C:24]([O:27][CH2:28][CH2:29][N:30]4[CH2:31][CH2:32][CH2:33][CH2:34][CH2:35]4)=[CH:23][CH:22]=3)[C@H:8]([C:13]3[CH:18]=[CH:17][CH:16]=[C:15]([OH:19])[CH:14]=3)[CH2:9][O:10]2)=[CH:5][CH:4]=1 |f:1.2|. Procedure details: In an manner analogous to that described in step 5 for Example 10, (±)-cis-7-methoxy-3-(3-methoxyphenyl)-4-(4-(2-piperidinoethoxy)phenyl)chromane (0.355 g, 0.75 mmol) was de-methylated by heating with pyridine hydrochloride to give the title compound as an off-white foam. Reactants: CC1(CC=C(C=2C=C(C=CC12)C#CC1=CC=C(C(=O)OCC)C=C1)SCC)C (ethyl 4-[(7,8-dihydro-8,8-dimethyl-5-ethylthionaphth-3-yl)ethynyl]benzoate), CC1(CC=C(C=2C=C(C=CC12)C#CC1=CC=C(C(=O)OCC)C=C1)SCC)C (ethyl 4-[(7,8-dihydro-8,8-dimethyl-5-ethylthionaphth-3-yl)ethynyl]benzoate), CC1(CCC(C=2C=C(C=CC12)C#CC1=CC=C(C(=O)OCC)C=C1)=O)C (ethyl 4-[(5,6,7,8-tetrahydro-8,8-dimethyl-5-oxonaphth-3-yl)ethynyl]benzoate), CC1(CCC(C=2C=C(C=CC12)C#CC1=CC=C(C(=O)OCC)C=C1)=O)C (ethyl 4-[(5,6,7,8-tetrahydro-8,8-dimethyl-5-oxonaphth-3-yl)ethynyl]benzoate). The product is CC1(CC=C(C=2C=C(C=CC12)C#CC1=CC=C(C(=O)OCC)C=C1)SC1=CC=CC=C1)C (Ethyl 4-[(7,8-dihydro-8,8-dimethyl-5-phenylthionaphth-3yl)ethynyl]benzoate). As a reaction SMILES: [CH3:1][C:2]1([CH3:28])[C:11]2[CH:10]=[CH:9][C:8]([C:12]#[C:13][C:14]3[CH:24]=[CH:23][C:17]([C:18]([O:20][CH2:21][CH3:22])=[O:19])=[CH:16][CH:15]=3)=[CH:7][C:6]=2[C:5]([S:25][CH2:26][CH3:27])=[CH:4][CH2:3]1.[CH3:29][C:30]1(C)C2C=CC(C#CC3C=CC(C(OCC)=O)=CC=3)=CC=2C(=O)[CH2:32][CH2:31]1>>[CH3:28][C:2]1([CH3:1])[C:11]2[CH:10]=[CH:9][C:8]([C:12]#[C:13][C:14]3[CH:15]=[CH:16][C:17]([C:18]([O:20][CH2:21][CH3:22])=[O:19])=[CH:23][CH:24]=3)=[CH:7][C:6]=2[C:5]([S:25][C:26]2[CH:32]=[CH:31][CH:30]=[CH:29][CH:27]=2)=[CH:4][CH2:3]1. Reported procedure: Employing the same general procedure as for the preparation of ethyl 4-[(7,8-dihydro-8,8-dimethyl-5-ethylthionaphth-3-yl)ethynyl]benzoate (Compound 151), 500 mg (1.44 mmol) of ethyl 4-[(5,6,7,8-tetrahydro-5,5-dimethyl-8-oxonaphth-3-yl)ethynyl]benzoate (Compound 2) was converted into the title compound (colorless flakes, recrystallized from hexane) using 0.268 g (1.42 mmol) of titanium tetrachloride, 172 mg (1.56 mmol) of thiophenol and 291 mg (2.88 mmol) of triethylamine. Run in O.C(C)#N (water ACN). Yield: 19.0%. Reaction conditions: temperature 150 celsius. As a reaction SMILES: F[C:2]1[CH:7]=[C:6]([C:8]2[CH:13]=[CH:12][CH:11]=[CH:10][C:9]=2[O:14][CH3:15])[CH:5]=[CH:4][N:3]=1.[NH2:16][C:17]1[CH:22]=[CH:21][CH:20]=[CH:19][CH:18]=1>O.C(#N)C>[CH3:15][O:14][C:9]1[CH:10]=[CH:11][CH:12]=[CH:13][C:8]=1[C:6]1[CH:5]=[CH:4][N:3]=[C:2]([NH:16][C:17]2[CH:22]=[CH:21][CH:20]=[CH:19][CH:18]=2)[CH:7]=1 |f:2.3|. Yields the product COC1=C(C=CC=C1)C1=CC(=NC=C1)NC1=CC=CC=C1 (4-(2-Methoxyphenyl)-N-phenylpyridin-2-amine), solid. Procedure: A mixture of A3 (80 mg, 0.39 mmol) and aniline (102 mg, 1.1 mmol) was heated for 20 minutes at 150° C. in a microwave oven. The title compound B1 was obtained from the residue by preparative HPLC (water/ACN gradient) as an amorphous solid (20 mg, 19%). MS (ES) C18H16N2O requires: 276. found: 277 (M+H)+. The reactants are FC1=NC=CC(=C1)C1=C(C=CC=C1)OC (2-Fluoro-4-(2-methoxyphenyl)pyridine), NC1=CC=CC=C1 (aniline).